Task: describe an organic reaction: reactants, conditions, products, and yield. Dataset: the Open Reaction Database (ORD), a public repository of structured organic reaction records Starting materials: CC(C)c1ccc(C(=O)Cl)cc1, NNc1ccccc1, c1ccncc1. The product is CC(C)c1ccc(C(=O)N(N)c2ccccc2)cc1. Reaction SMILES: [CH:9]([CH3:10])([CH3:11])[c:12]1[cH:13][cH:14][c:15]([C:16](=[O:17])[Cl:18])[cH:19][cH:20]1.[NH2:1][NH:2][c:3]1[cH:4][cH:5][cH:6][cH:7][cH:8]1.[cH:21]1[cH:22][cH:23][n:24][cH:25][cH:26]1>>[NH2:1][N:2]([c:3]1[cH:4][cH:5][cH:6][cH:7][cH:8]1)[C:16]([c:15]1[cH:14][cH:13][c:12]([CH:9]([CH3:10])[CH3:11])[cH:20][cH:19]1)=[O:17]. Reactants: CSC1=CC=C(C=C1)C(C=C(SC)SC)=O (1-[4-(methylthio)phenyl]-3,3-bis-(methylthio)-2-propen-1-one), O.FC1=CC=C(C=C1)NN (4-fluorophenylhydrazine hydrate). The solvent is C(C)(=O)O (acetic acid). Yield: 22.1%. Conditions: temperature 100 celsius, time 7 hour. As a reaction SMILES: [CH3:1][S:2][C:3]1[CH:8]=[CH:7][C:6]([C:9](=O)[CH:10]=[C:11]([S:14][CH3:15])SC)=[CH:5][CH:4]=1.O.[F:18][C:19]1[CH:24]=[CH:23][C:22]([NH:25][NH2:26])=[CH:21][CH:20]=1>C(O)(=O)C>[F:18][C:19]1[CH:24]=[CH:23][C:22]([N:25]2[C:9]([C:6]3[CH:5]=[CH:4][C:3]([S:2][CH3:1])=[CH:8][CH:7]=3)=[CH:10][C:11]([S:14][CH3:15])=[N:26]2)=[CH:21][CH:20]=1 |f:1.2|. The product is FC1=CC=C(C=C1)N1N=C(C=C1C1=CC=C(C=C1)SC)SC (1-(4-fluorophenyl)-3-(methylthio)-5-[4-(methylthio)phenyl]pyrazole). Procedure: A mixture of 1-[4-(methylthio)phenyl]-3,3-bis-(methylthio)-2-propen-1-one (2.7 g) and 4-fluorophenylhydrazine hydrate (1.8 g) in acetic acid (15 ml) was stirred at 100 ° C. for 7 hours. The solvent was evaporated and the residue was dissolved in ethanol. The insoluble material was filtered and the filtrate was concentrated in vacuo. The residue was purified by column chromatography on silica gel (25 g) eluting with chloroform to give an oil of 1-(4-fluorophenyl)-3-(methylthio)-5-[4-(methylthio)p... Reactants: COC(=O)C=1NN=C(C1)OCC=1C(=NOC1C)C1=NC=C(C=C1)F (5-[3-(5-fluoro-pyridin-2-yl)-5-methyl-isoxazol-4-ylmethoxy]-2H-pyrazole-3-carboxylic acid methyl ester), CN(N)C (N,N-dimethylhydrazine). The product is CN(NC(=O)C=1NN=C(C1)OCC=1C(=NOC1C)C1=NC=C(C=C1)F)C (5-[3-(5-Fluoro-pyridin-2-yl)-5-methyl-isoxazol-4-ylmethoxy]-2H-pyrazole-3-carboxylic acid N′,N′-dimethyl-hydrazide). Yield: 60.0%. Reaction SMILES: CO[C:3]([C:5]1[NH:6][N:7]=[C:8]([O:10][CH2:11][C:12]2[C:13]([C:18]3[CH:23]=[CH:22][C:21]([F:24])=[CH:20][N:19]=3)=[N:14][O:15][C:16]=2[CH3:17])[CH:9]=1)=[O:4].[CH3:25][N:26]([CH3:28])[NH2:27]>>[CH3:25][N:26]([CH3:28])[NH:27][C:3]([C:5]1[NH:6][N:7]=[C:8]([O:10][CH2:11][C:12]2[C:13]([C:18]3[CH:23]=[CH:22][C:21]([F:24])=[CH:20][N:19]=3)=[N:14][O:15][C:16]=2[CH3:17])[CH:9]=1)=[O:4]. Procedure details: As described for example 17e, 5-[3-(5-fluoro-pyridin-2-yl)-5-methyl-isoxazol-4-ylmethoxy]-2H-pyrazole-3-carboxylic acid methyl ester (100 mg, 0.3 mmol) was converted, using N,N-dimethylhydrazine instead of 2,2,2-trifluoroethylamine, to the title compound (65 mg, 60%) which was obtained as a white solid. MS: m/e=361.2 [M+H]+. The reactants are OC=1C=C(C(=O)CC(=O)OC)C=CC1 (methyl 3-hydroxybenzoylacetate), C1(=CC=CC=C1)C (toluene), solution, COC=1C=C(C=CC1)O (3-methoxyphenol), S(O)(O)(=O)=O (sulfuric acid), ( b ). Run in CO (methanol). Run at temperature 25 celsius, time 15 minute. The product is OC=1C=C(C=CC1)C1=CC(OC2=CC(=CC=C12)OC)=O (4-[3′-(hydroxy)phenyl]-7-methoxycoumarin). The yield is 67.2%. RXN SMILES: [OH:1][C:2]1[CH:3]=[C:4]([CH:12]=[CH:13][CH:14]=1)[C:5]([CH2:7][C:8]([O:10][CH3:11])=[O:9])=O.C1(C)C=CC=CC=1.[CH3:22][O:23][C:24]1[CH:25]=C(O)[CH:27]=[CH:28][CH:29]=1.S(=O)(=O)(O)O>CO>[OH:1][C:2]1[CH:3]=[C:4]([C:5]2[C:27]3[C:11](=[CH:25][C:24]([O:23][CH3:22])=[CH:29][CH:28]=3)[O:10][C:8](=[O:9])[CH:7]=2)[CH:12]=[CH:13][CH:14]=1. Reported procedure: The solution of methyl 3-hydroxybenzoylacetate (about 4.0 kg) and toluene (total weight of solution 5.6 kg) from the step above was charged to a reaction vessel along with 3-methoxyphenol (2.55 kg). The mixture was stirred vigorously at 0° C. while 27 M sulfuric acid (5.55 L) was added over 5 minutes. The resulting dark solution was warmed to 25° C. When the reaction began to thicken (40 minutes), methanol (21.8 L) was added. The addition was exothermic. Continued stirring (15 minutes) yielded a... Reactants: CC(=O)NC1=C2C=CC3C4CCC(=O)C4(C)CCC3C2(C)CCC1=O, N#CC1=C(C#N)C(=O)C(Cl)=C(Cl)C1=O, c1ccccc1. The product is CC(=O)NC1=C2C=CC3C(CCC4(C)C(=O)CCC34)C2(C)C=CC1=O. Reaction SMILES: [C:1]([CH3:2])(=[O:3])[NH:4][C:5]1=[C:6]2[CH:7]=[CH:8][CH:9]3[CH:10]4[CH2:11][CH2:12][C:13](=[O:25])[C:14]4([CH3:15])[CH2:16][CH2:17][CH:18]3[C:19]2([CH3:24])[CH2:20][CH2:21][C:22]1=[O:23].[Cl:26][C:27]1=[C:38]([Cl:39])[C:36](=[O:37])[C:33]([C:34]#[N:35])=[C:30]([C:31]#[N:32])[C:28]1=[O:29].[cH:40]1[cH:41][cH:42][cH:43][cH:44][cH:45]1>>[C:1]([CH3:2])(=[O:3])[NH:4][C:5]1=[C:6]2[CH:7]=[CH:8][CH:9]3[CH:10]4[CH2:11][CH2:12][C:13](=[O:25])[C:14]4([CH3:15])[CH2:16][CH2:17][CH:18]3[C:19]2([CH3:24])[CH:20]=[CH:21][C:22]1=[O:23]. The reactants are COC(\C=C\C=1C=C2C(CC3(CCN(CC3)C(=O)OC(C)(C)C)OC2=C(C1)F)=O)=O ((E)-3-{1′-tert-butoxycarbonyl-8-fluoro-4-oxo-spiro[chromane-2,4′-piperidine]-6-yl}-acrylic acid methyl ester), Cl (HCl). Run in O1CCOCC1 (dioxane), C(Cl)Cl (DCM). Reaction conditions: time 5 hour. The product is COC(\C=C\C=1C=C2C(CC3(CCNCC3)OC2=C(C1)F)=O)=O ((E)-3-{8-Fluoro-4-oxo-spiro[chromane-2,4′-piperidine]-6-yl}-acrylic acid methyl ester), hydrochloride salt. RXN SMILES: [CH3:1][O:2][C:3](=[O:30])/[CH:4]=[CH:5]/[C:6]1[CH:7]=[C:8]2[C:25](=[C:26]([F:28])[CH:27]=1)[O:24][C:11]1([CH2:16][CH2:15][N:14](C(OC(C)(C)C)=O)[CH2:13][CH2:12]1)[CH2:10][C:9]2=[O:29].Cl>O1CCOCC1.C(Cl)Cl>[CH3:1][O:2][C:3](=[O:30])/[CH:4]=[CH:5]/[C:6]1[CH:7]=[C:8]2[C:25](=[C:26]([F:28])[CH:27]=1)[O:24][C:11]1([CH2:12][CH2:13][NH:14][CH2:15][CH2:16]1)[CH2:10][C:9]2=[O:29]. Procedure: A mixture of (E)-3-{1′-tert-butoxycarbonyl-8-fluoro-4-oxo-spiro[chromane-2,4′-piperidine]-6-yl}-acrylic acid methyl ester (2.78 g, 6.63 mmol) and 4 M HCl in dioxane (3 ml) in DCM (50 ml) was stirred at RT for 5 h. The solvent was removed, the residue was triturated in DCM and filtered to give the title compound as its hydrochloride salt (2.04 g). Reactants: C=C[Sn](CCCC)(CCCC)CCCC, [Cl-], COC(=O)C1CC(OC(=O)N2CCc3cccc(OS(=O)(=O)C(F)(F)F)c3C2)CN1C(=O)OC(C)(C)C, [Li+], CN(C)C=O. The product is C=Cc1cccc2c1CN(C(=O)OC1CC(C(=O)OC)N(C(=O)OC(C)(C)C)C1)CC2. RXN SMILES: [CH2:38]([CH2:39][CH2:51][CH3:52])[Sn:40]([CH2:41][CH2:42][CH2:43][CH3:44])([CH2:45][CH2:46][CH2:47][CH3:48])[CH:49]=[CH2:50].[Cl-:54].[F:1][C:2]([F:3])([F:4])[S:5]([O:6][c:7]1[cH:8][cH:9][cH:10][c:11]2[c:16]1[CH2:15][N:14]([C:17](=[O:18])[O:19][CH:20]1[CH2:21][CH:22]([C:32](=[O:33])[O:34][CH3:35])[N:23]([C:25](=[O:26])[O:27][C:28]([CH3:29])([CH3:30])[CH3:31])[CH2:24]1)[CH2:13][CH2:12]2)(=[O:36])=[O:37].[Li+:53].[O:55]=[CH:56][N:57]([CH3:58])[CH3:59]>>[c:7]1([CH:38]=[CH2:39])[cH:8][cH:9][cH:10][c:11]2[c:16]1[CH2:15][N:14]([C:17](=[O:18])[O:19][CH:20]1[CH2:21][CH:22]([C:32](=[O:33])[O:34][CH3:35])[N:23]([C:25](=[O:26])[O:27][C:28]([CH3:29])([CH3:30])[CH3:31])[CH2:24]1)[CH2:13][CH2:12]2.